This data is from the Open Reaction Database (ORD), a public repository of structured organic reaction records. The task is: describe an organic reaction: reactants, conditions, products, and yield Reactants: Cc1ccccc1, Fc1ccc(C2=CCC3(CC2)OCCO3)cc1. The product is Fc1ccc(C2CCC3(CC2)OCCO3)cc1. As a reaction SMILES: [CH3:18][c:19]1[cH:20][cH:21][cH:22][cH:23][cH:24]1.[F:1][c:2]1[cH:3][cH:4][c:5]([C:8]2=[CH:9][CH2:10][C:11]3([O:12][CH2:13][CH2:14][O:15]3)[CH2:16][CH2:17]2)[cH:6][cH:7]1>>[F:1][c:2]1[cH:3][cH:4][c:5]([CH:8]2[CH2:9][CH2:10][C:11]3([O:12][CH2:13][CH2:14][O:15]3)[CH2:16][CH2:17]2)[cH:6][cH:7]1. The reactants are O=S1(N(CCC1)C=1C=C(C=CC1)C1=CC=C2C=NC(=NN21)S(=O)C)=O (7-[3-(1,1-Dioxido-1,2-thiazolidin-2-yl)phenyl]-2-(methylsulfinyl)pyrrolo[2,1-f][1,2,4]triazine), CN1CCN(CC1)C=1C=C(N)C=CC1 (3-(4-Methylpiperazin-1-yl)aniline). Product: O=S1(N(CCC1)C=1C=C(C=CC1)C1=CC=C2C=NC(=NN21)NC2=CC(=CC=C2)N2CCN(CC2)C)=O (7-[3-(1,1-Dioxido-1,2-thiazolidin-2-yl)phenyl]-N-[3-(4-methylpiperazin-1-yl)phenyl]pyrrolo[2,1-f][1,2,4]triazin-2-amine). Yield: 20.8%. As a reaction SMILES: [O:1]=[S:2]1(=[O:25])[CH2:6][CH2:5][CH2:4][N:3]1[C:7]1[CH:8]=[C:9]([C:13]2[N:21]3[C:16]([CH:17]=[N:18][C:19](S(C)=O)=[N:20]3)=[CH:15][CH:14]=2)[CH:10]=[CH:11][CH:12]=1.[CH3:26][N:27]1[CH2:32][CH2:31][N:30]([C:33]2[CH:34]=[C:35]([CH:37]=[CH:38][CH:39]=2)[NH2:36])[CH2:29][CH2:28]1>>[O:1]=[S:2]1(=[O:25])[CH2:6][CH2:5][CH2:4][N:3]1[C:7]1[CH:8]=[C:9]([C:13]2[N:21]3[C:16]([CH:17]=[N:18][C:19]([NH:36][C:35]4[CH:37]=[CH:38][CH:39]=[C:33]([N:30]5[CH2:29][CH2:28][N:27]([CH3:26])[CH2:32][CH2:31]5)[CH:34]=4)=[N:20]3)=[CH:15][CH:14]=2)[CH:10]=[CH:11][CH:12]=1. Procedure details: Analogous to Example 1491c, 7-[3-(1,1-Dioxido-1,2-thiazolidin-2-yl)phenyl]-2-(methylsulfinyl)pyrrolo[2,1-f][1,2,4]triazine (90.0 mg, 0.239 mmol) and 3-(4-Methylpiperazin-1-yl)aniline (91.4 mg, 0.478 mmol) were reacted to afford 7-[3-(1,1-Dioxido-1,2-thiazolidin-2-yl)phenyl]-N-[3-(4-methylpiperazin-1-yl)phenyl]pyrrolo[2,1-f][1,2,4]triazin-2-amine (25 mg, 18%). LCMS (HPLC): 0.84 min, m/z=504 (M+H); 1H-NMR (DMSO-d6): 9.29 (s, 1H), 8.99 (s, 1H), 7.86 (d, 1H, J=7.8 Hz), 7.75 (s, 1H), 7.49 (m, 1H), 7.... Product: O=C(O)CC1OB(O)c2cc(Oc3cnccn3)cc(O)c21. As a reaction SMILES: [CH3:28][CH2:29][OH:30].[ClH:27].[Li+:25].[OH-:26].[OH2:31].[OH:1][B:2]1[O:3][CH:4]([CH2:19][C:20](=[O:21])[O:22][CH2:23][CH3:24])[c:5]2[c:6]1[cH:7][c:8]([O:12][c:13]1[n:14][cH:15][cH:16][n:17][cH:18]1)[cH:9][c:10]2[OH:11]>>[OH:1][B:2]1[O:3][CH:4]([CH2:19][C:20](=[O:21])[OH:22])[c:5]2[c:6]1[cH:7][c:8]([O:12][c:13]1[n:14][cH:15][cH:16][n:17][cH:18]1)[cH:9][c:10]2[OH:11]. Starting materials: CCO, Cl, [Li+], [OH-], O, CCOC(=O)CC1OB(O)c2cc(Oc3cnccn3)cc(O)c21. Reactants: Cl (hydrochloric acid), [OH-].[Na+] (sodium hydroxide), S(=O)(=O)(OC)OC (dimethyl sulfate), COC=1C(=C(CC=2C=CC(=C(C=O)C2)O)C(=C(C1OC)OC)OC)C (5-(3,4,5,6-Tetramethoxy-2-methylbenzyl)-2-hydroxybenzaldehyde). Solvent: C(C)O (ethanol). Product: COC=1C(=C(CC=2C=CC(=C(C=O)C2)OC)C(=C(C1OC)OC)OC)C (5-(3,4,5,6-Tetramethoxy-2-methylbenzyl)-2-methoxybenzaldehyde). Yield: 68.8%. RXN SMILES: [CH3:1][O:2][C:3]1[C:4]([CH3:25])=[C:5]([C:16]([O:23][CH3:24])=[C:17]([O:21][CH3:22])[C:18]=1[O:19][CH3:20])[CH2:6][C:7]1[CH:8]=[CH:9][C:10]([OH:15])=[C:11]([CH:14]=1)[CH:12]=[O:13].[OH-].[Na+].S(OC)(O[CH3:32])(=O)=O.Cl>C(O)C>[CH3:1][O:2][C:3]1[C:4]([CH3:25])=[C:5]([C:16]([O:23][CH3:24])=[C:17]([O:21][CH3:22])[C:18]=1[O:19][CH3:20])[CH2:6][C:7]1[CH:8]=[CH:9][C:10]([O:15][CH3:32])=[C:11]([CH:14]=1)[CH:12]=[O:13] |f:1.2|. Reported procedure: 5-(3,4,5,6-Tetramethoxy-2-methylbenzyl)-2-hydroxybenzaldehyde (0.500 g, 1.45 mmol) was dissolved in ethanol (15 ml) and after adding thereto in sequence sodium hydroxide (0.064 g, 1.59 mmol) and dimethyl sulfate (0.200 g, 1.59 mmol), the solution was stirred at room temperature for 12 hours. After the completion of reaction, the reaction solution was poured into a cold diluted hydrochloric acid solution and extracted with ethyl acetate. The extract was washed with water and then dried, the solve...